This data is from the Open Reaction Database (ORD), a public repository of structured organic reaction records. The task is: describe an organic reaction: reactants, conditions, products, and yield Reactants: CCOCC, COC(=O)C(=CC=Cc1ccc(C(C)C)cc1)N=[N+]=[N-], c1ccc(P(c2ccccc2)c2ccccc2)cc1. Product: COC(=O)C(=CC=Cc1ccc(C(C)C)cc1)N=P(c1ccccc1)(c1ccccc1)c1ccccc1. RXN SMILES: [CH3:40][CH2:41][O:42][CH2:43][CH3:44].[N:20](=[N+:21]=[N-:22])[C:23]([C:24](=[O:25])[O:26][CH3:27])=[CH:28][CH:29]=[CH:30][c:31]1[cH:32][cH:33][c:34]([CH:37]([CH3:38])[CH3:39])[cH:35][cH:36]1.[c:1]1([P:7]([c:8]2[cH:9][cH:10][cH:11][cH:12][cH:13]2)[c:14]2[cH:15][cH:16][cH:17][cH:18][cH:19]2)[cH:2][cH:3][cH:4][cH:5][cH:6]1>>[c:1]1([P:7]([c:8]2[cH:9][cH:10][cH:11][cH:12][cH:13]2)([c:14]2[cH:15][cH:16][cH:17][cH:18][cH:19]2)=[N:20][C:23]([C:24](=[O:25])[O:26][CH3:27])=[CH:28][CH:29]=[CH:30][c:31]2[cH:32][cH:33][c:34]([CH:37]([CH3:38])[CH3:39])[cH:35][cH:36]2)[cH:2][cH:3][cH:4][cH:5][cH:6]1.